Dataset: the Open Reaction Database (ORD), a public repository of structured organic reaction records. Task: describe an organic reaction: reactants, conditions, products, and yield Starting materials: Cl (hydrochloric acid), COCOC=1C=C(C=CC1)C(CNC)O (1-(3-methoxymethoxy-phenyl)-2-methylamino-ethanol). Run in CO (methanol). Yields the product OC(CNC)C=1C=C(C=CC1)O (3-(1-Hydroxy-2-methylamino-ethyl)-phenol). Isolated yield 67.4%. Reaction SMILES: Cl.COC[O:5][C:6]1[CH:7]=[C:8]([CH:12]([OH:16])[CH2:13][NH:14][CH3:15])[CH:9]=[CH:10][CH:11]=1>CO>[OH:16][CH:12]([C:8]1[CH:7]=[C:6]([OH:5])[CH:11]=[CH:10][CH:9]=1)[CH2:13][NH:14][CH3:15]. Procedure: Concentrated hydrochloric acid (0.1 mL) was added to 1-(3-methoxymethoxy-phenyl)-2-methylamino-ethanol (300 mg, 1.42 mmol) dissolved in methanol (3 mL). The resulting mixture was heated at reflux for about 30 minutes, and then cooled to ambient temperature. The mixture was concentrated to dryness, and the residue was purified by flash column chromatography on silica gel (1×16 cm, dichloromethane/methanol/ammonium hydroxide=45/8/1 elution) to give the title compound (160 mg, 67%). 1H NMR (300 MHz... Reactants: FC1=C(C=CC=C1)C1=CC=C(O1)C(=O)Cl (5-(2-fluorophenyl)-2-furancarbonyl chloride), NC=1OC(=NN1)C=1OC=CC1 (2-amino-5-(2-furyl)-1,3,4-oxadiazole), CO (Methanol). Solvent: N1=CC=CC=C1 (pyridine). Conditions: time 2.5 hour. The product is FC1=C(C=CC=C1)C1=CC=C(O1)C(=O)NC=1OC(=NN1)C=1OC=CC1 (5-(2-Fluorophenyl)-N-[5-(2-furyl)-1,3,4-oxadiazol-2-yl]-2-furancarboxamide). Yield: 69.7%. As a reaction SMILES: [F:1][C:2]1[CH:7]=[CH:6][CH:5]=[CH:4][C:3]=1[C:8]1[O:12][C:11]([C:13](Cl)=[O:14])=[CH:10][CH:9]=1.[NH2:16][C:17]1[O:18][C:19]([C:22]2[O:23][CH:24]=[CH:25][CH:26]=2)=[N:20][N:21]=1.CO>N1C=CC=CC=1>[F:1][C:2]1[CH:7]=[CH:6][CH:5]=[CH:4][C:3]=1[C:8]1[O:12][C:11]([C:13]([NH:16][C:17]2[O:18][C:19]([C:22]3[O:23][CH:24]=[CH:25][CH:26]=3)=[N:20][N:21]=2)=[O:14])=[CH:10][CH:9]=1. Procedure details: Commercially available 5-(2-fluorophenyl)-2-furancarbonyl chloride (93 mg, 0.41 mmol) was added to a solution of commercially available 2-amino-5-(2-furyl)-1,3,4-oxadiazole (50 mg, 0.33 mmol) in pyridine (1.3 mL) under ice-cooling, followed by stirring at room temperature for 2.5 hr and then at 60° C. for 2 hr. Methanol was added to the reaction solution. The solvent was distilled off, and water was added to the residue. The precipitated crystals were collected by filtration, washed with water, ... Reactants: CS(=O)(=O)Cl (Methanesulfonyl chloride), N1CCC2=CC(=CC=C12)CCN1CCC2(CC1)OC1=C(C(C2)=O)C=C(C=C1)NS(=O)(=O)C (3,4-dihydro-1'-[2-(2,3-dihydro-1H-indol-5-yl)ethyl]-6-methanesulfonamidospiro[(2H)-benzopyran-2,4'-piperidine]-4-one), N1=CC=CC=C1 (pyridine), Cl (HCl). Run in C(C)O (ethanol). Conditions: time 22 hour. Yields the product Cl.CS(=O)(=O)NN1CCC2=CC(=CC=C12)CCN1CCC2(CC1)OC1=C(C(C2)=O)C=C(C=C1)NS(=O)(=O)C (3,4-Dihydro-1'-[2-(2,3-dihydro-1-methanesulfonamido-1H-indol-5-yl)ethyl]-6-methanesulfonamido-spiro[(2H)benzopyran-2,4'-piperidine]-4-one hydrochloride). The yield is 40.0%. Reaction SMILES: [CH3:1][S:2]([Cl:5])(=[O:4])=[O:3].[NH:6]1[C:14]2[C:9](=[CH:10][C:11]([CH2:15][CH2:16][N:17]3[CH2:22][CH2:21][C:20]4([CH2:27][C:26](=[O:28])[C:25]5[CH:29]=[C:30]([NH:33][S:34]([CH3:37])(=[O:36])=[O:35])[CH:31]=[CH:32][C:24]=5[O:23]4)[CH2:19][CH2:18]3)=[CH:12][CH:13]=2)[CH2:8][CH2:7]1.Cl.[N:39]1C=CC=CC=1>C(O)C>[ClH:5].[CH3:1][S:2]([NH:39][N:6]1[C:14]2[C:9](=[CH:10][C:11]([CH2:15][CH2:16][N:17]3[CH2:18][CH2:19][C:20]4([CH2:27][C:26](=[O:28])[C:25]5[CH:29]=[C:30]([NH:33][S:34]([CH3:37])(=[O:35])=[O:36])[CH:31]=[CH:32][C:24]=5[O:23]4)[CH2:21][CH2:22]3)=[CH:12][CH:13]=2)[CH2:8][CH2:7]1)(=[O:4])=[O:3] |f:5.6|. Reported procedure: Methanesulfonyl chloride (55 mg, 0.48 mmol) was added to a suspension of 3,4-dihydro-1'-[2-(2,3-dihydro-1H-indol-5-yl)ethyl]-6-methanesulfonamidospiro[(2H)-benzopyran-2,4'-piperidine]-4-one (crude, 84% pure, 217 mg, 0.4 mmol) in pyridine (5 ml). The mixture was stirred for 22 hours, then the solvent was evaporated under reduced pressure. Aqueous sodium hydrogen carbonate (saturated, 20 ml) and water (5 ml) were added and the mixture was extracted with dichloromethane (3×25 ml). The combined orga... Starting materials: C1(CCCCC1)CC(=O)Cl (cyclohexylacetyl chloride), C1=CC=CC=C1 (benzene), C1=CC=CC=C1 (benzene), C1(CCCCC1)N (cyclohexylamine). Product: C1(CCCCC1)NC(CC1CCCCC1)=O (N-cyclohexylcyclohexaneacetamide). Procedure: The N-cyclohexylcyclohexaneacetamide is prepared from cyclohexylacetyl chloride (from 10 gm. of cyclohexylacetic acid and 50 ml. of thionyl chloride, 45 minutes at reflux) in 50 ml. of dry benzene added to 14 gm. of cyclohexylamine in 100 ml. of benzene over ten minutes. The reaction is stirred at reflux for one hour, cooled and diluted with methylene chloride. The organic layer is washed with dilute hydrochloric acid, then water and sodium bicarbonate solution, dried and concentrated. Product i... As a reaction SMILES: [CH:1]1([CH2:7][C:8](Cl)=[O:9])[CH2:6][CH2:5][CH2:4][CH2:3][CH2:2]1.C1C=CC=CC=1.[CH:17]1([NH2:23])[CH2:22][CH2:21][CH2:20][CH2:19][CH2:18]1>C(Cl)Cl>[CH:17]1([NH:23][C:8](=[O:9])[CH2:7][CH:1]2[CH2:6][CH2:5][CH2:4][CH2:3][CH2:2]2)[CH2:22][CH2:21][CH2:20][CH2:19][CH2:18]1. The solvent is C(Cl)Cl (methylene chloride). Reactants: C(C)(=O)NC1=CC=C(C=C1)O (p-acetamidophenol), [Na] (sodium), Cl.ClCCN1CCC(=CC1)C1=CC=C(C=C1)F (1-(2-chloroethyl)-4 -(p-fluorophenyl)-1,2,3,6-tetrahydropyridine hydrochloride). Solvent: C(C)O (ethanol). Yields the product FC1=CC=C(C=C1)C=1CCN(CC1)CCOC1=CC=C(NC(C)=O)C=C1 (4'-{2-[4-(p-fluorophenyl)-3,6-dihydro-1(2H)-pyridyl]-ethoxy}-acetanilide). RXN SMILES: [C:1]([NH:4][C:5]1[CH:10]=[CH:9][C:8]([OH:11])=[CH:7][CH:6]=1)(=[O:3])[CH3:2].[Na].Cl.Cl[CH2:15][CH2:16][N:17]1[CH2:22][CH:21]=[C:20]([C:23]2[CH:28]=[CH:27][C:26]([F:29])=[CH:25][CH:24]=2)[CH2:19][CH2:18]1>C(O)C>[F:29][C:26]1[CH:27]=[CH:28][C:23]([C:20]2[CH2:21][CH2:22][N:17]([CH2:16][CH2:15][O:11][C:8]3[CH:9]=[CH:10][C:5]([NH:4][C:1](=[O:3])[CH3:2])=[CH:6][CH:7]=3)[CH2:18][CH:19]=2)=[CH:24][CH:25]=1 |f:2.3,^1:11|. Reported procedure: 0.3 g. of p-acetamidophenol are dissolved in a solution of 0.12 g. of sodium in 10 ml. of absolute ethanol and 0.55 g. of 1-(2-chloroethyl)-4 -(p-fluorophenyl)-1,2,3,6-tetrahydropyridine hydrochloride are added thereto all at once. The reaction mixture is heated under reflux conditions for 24 hours, filtered from the precipitated sodium chloride and the filtrate evaporated to dryness. The residue is absorbed on silica gel and eluted with methylene chloride-ether (1:1). The 4'-{2-[4-(p-fluorophen...